From a dataset of the Open Reaction Database (ORD), a public repository of structured organic reaction records. describe an organic reaction: reactants, conditions, products, and yield Reactants: FC1=C(C=C(C=C1C)N[C@@H](C(=O)O)CCCC)C ((R)-2-(4-fluoro-3,5-dimethyl-phenylamino)-hexanoic acid), C(C)(C)(C)ON (O-tert-butyl-hydroxyamine), C=1C=CC2=C(C1)N=NN2O (HOBT), C[N+]1(CC[C@]23[C@@H]4[C@@H]1CC5=C2C(=C(C=C5)O)O[C@H]3[C@H](C=C4)O)C (N-methyl morphine), CCN=C=NCCCN(C)C (EDCI). Run in ClCCl (dichloromethane), O (water). Run at time 44 hour. Yields the product C(C)(C)(C)ONC([C@@H](CCCC)NC1=CC(=C(C(=C1)C)F)C)=O ((R)-2-(4-Fluoro-3,5-dimethyl-phenylamino)-hexanoic acid tert-butoxy-amide). The yield is 38.4%. As a reaction SMILES: [F:1][C:2]1[C:7]([CH3:8])=[CH:6][C:5]([NH:9][C@H:10]([CH2:14][CH2:15][CH2:16][CH3:17])[C:11]([OH:13])=O)=[CH:4][C:3]=1[CH3:18].[C:19]([O:23][NH2:24])([CH3:22])([CH3:21])[CH3:20].C1C=CC2N(O)N=NC=2C=1.C[N+]1(C)[C@H]2CC3C=CC(O)=C4O[C@H]5[C@@H](O)C=C[C@@H]2[C@]5(C=34)CC1.CCN=C=NCCCN(C)C>ClCCl.O>[C:19]([O:23][NH:24][C:11](=[O:13])[C@H:10]([NH:9][C:5]1[CH:4]=[C:3]([CH3:18])[C:2]([F:1])=[C:7]([CH3:8])[CH:6]=1)[CH2:14][CH2:15][CH2:16][CH3:17])([CH3:22])([CH3:21])[CH3:20]. Procedure: To a solution of crude (R)-2-(4-fluoro-3,5-dimethyl-phenylamino)-hexanoic acid (ca. 6.0 mmol), O-tert-butyl-hydroxyamine (2.261 g, 18.0 mmol), HOBT (0.811 g, 6.0 mmol), and N-methyl morphine (3.036 g, 30.0 mmol) in 20 mL of dichloromethane, was added EDCI (1.725 g, 9.0 mmol). After stirring at room temperature under N2 for 44 h, the reaction mixture was diluted with 60 mL of water and extracted with dichloromethane (60 mL×3). The organic extracts were combined and dried over anhydrous Na2SO4 and... The reactants are BrC1=CC(=NC=C1)C (4-bromopicoline), Cl (HCl), BrC=1C(=CC2=C(C=CC(O2)(C)C)C1)C (6-Bromo-2,2,7-trimethyl-2H-1-benzopyran), [Mg] (magnesium), II (iodine). Reagents/catalysts: C1=CC=C(C=C1)P(C2=CC=CC=C2)C3=CC=CC=C3.C1=CC=C(C=C1)P(C2=CC=CC=C2)C3=CC=CC=C3.[Cl-].[Cl-].[Ni+2] (bis-(triphenylphosphine)nickel (II) chloride). Solvent: O1CCCC1 (tetrahydrofuran), O1CCCC1 (tetrahydrofuran), O1CCCC1 (tetrahydrofuran). Conditions: temperature 5 celsius. Product: CC1=NC=CC(=C1)C=1C(=CC2=C(C=CC(O2)(C)C)C1)C (6-(2-methylpyridin-4-yl)-2,2,7-trimethyl-2H-1-benzopyran). Reaction SMILES: Br[C:2]1[C:3]([CH3:14])=[CH:4][C:5]2[O:10][C:9]([CH3:12])([CH3:11])[CH:8]=[CH:7][C:6]=2[CH:13]=1.[Mg].II.Br[C:19]1[CH:24]=[CH:23][N:22]=[C:21]([CH3:25])[CH:20]=1.Cl>O1CCCC1.C1C=CC(P(C2C=CC=CC=2)C2C=CC=CC=2)=CC=1.C1C=CC(P(C2C=CC=CC=2)C2C=CC=CC=2)=CC=1.[Cl-].[Cl-].[Ni+2]>[CH3:25][C:21]1[CH:20]=[C:19]([C:2]2[C:3]([CH3:14])=[CH:4][C:5]3[O:10][C:9]([CH3:12])([CH3:11])[CH:8]=[CH:7][C:6]=3[CH:13]=2)[CH:24]=[CH:23][N:22]=1 |f:6.7.8.9.10|. Procedure: A solution of the product of step e (7.60 g) in dry tetrahydrofuran (30 ml) is added over 15 min. to a stirred mixture of magnesium turnings (0.85 g) and iodine (0.06 g) in dry tetrahydrofuran (25 ml) at 45° C. under an argon atmosphere. The mixture is heated under reflux for 3 h, cooled to 5° C., treated with bis-(triphenylphosphine)nickel (II) chloride (0.32 g) and a solution of 4-bromopicoline (4.8 g) in dry tetrahydrofuran (50 ml) and stirred at room temperature for 18 h. The mixture is trea... Starting materials: C([O-])(O)=O.[Na+] (sodium bicarbonate), C1(CCCC1)CC(C(=O)O)C1=CC=C(C=C1)S(=O)(=O)COCC (3-cyclopentyl-2-(4-ethoxymethylsulfonyl-phenyl)-propionic acid), C=1C=CC2=C(C1)N=NN2O (HOBt), CCN=C=NCCCN(C)C.Cl.Cl (EDCl hydrochloride), COC1=CC=C2C(=N1)SC(=N2)N (5-methoxy-thiazolo[5,4-b]pyridin-2-ylamine), CCN(C(C)C)C(C)C (DIEA). Run in C(Cl)Cl (DCM). Conditions: temperature 25 celsius, time 24 hour. Yields the product C1(CCCC1)CC(C(=O)NC=1SC2=NC(=CC=C2N1)OC)C1=CC=C(C=C1)S(=O)(=O)COCC (3-cylcopentyl-2-(4-ethoxymethylsulfonyl-phenyl)-N-(5-methoxythiazolo[5,4-b]pyridin-2yl)-propionamide). RXN SMILES: [CH:1]1([CH2:6][CH:7]([C:11]2[CH:16]=[CH:15][C:14]([S:17]([CH2:20][O:21][CH2:22][CH3:23])(=[O:19])=[O:18])=[CH:13][CH:12]=2)[C:8]([OH:10])=O)[CH2:5][CH2:4][CH2:3][CH2:2]1.C1C=CC2N(O)N=NC=2C=1.CCN=C=NCCCN(C)C.Cl.Cl.[CH3:47][O:48][C:49]1[N:54]=[C:53]2[S:55][C:56]([NH2:58])=[N:57][C:52]2=[CH:51][CH:50]=1.CCN(C(C)C)C(C)C.C(=O)(O)[O-].[Na+]>C(Cl)Cl>[CH:1]1([CH2:6][CH:7]([C:11]2[CH:16]=[CH:15][C:14]([S:17]([CH2:20][O:21][CH2:22][CH3:23])(=[O:18])=[O:19])=[CH:13][CH:12]=2)[C:8]([NH:58][C:56]2[S:55][C:53]3[C:52]([N:57]=2)=[CH:51][CH:50]=[C:49]([O:48][CH3:47])[N:54]=3)=[O:10])[CH2:2][CH2:3][CH2:4][CH2:5]1 |f:2.3.4,7.8|. Procedure: A solution of the title D compound, 3-cyclopentyl-2-(4-ethoxymethylsulfonyl-phenyl)-propionic acid (1 g, 0.0029 mol), HOBt (596 mg, 0.0044 mol), EDCl hydrochloride (846 mg, 0.0044 mol) and 583 mg (0.0032 mol) of the title E compound, 5-methoxy-thiazolo[5,4-b]pyridin-2-ylamine in DCM is treated with DIEA (2 mL, 0.011 mol). The reaction is stirred at 25° C. for 24 h. The reaction mixture is treated with saturated aqueous sodium bicarbonate solution and washed with water. The resulting organic laye... The reactants are B, CCOC(C)=O, CCCCC(CC1CCCCC1)C(=O)O, C1CCOC1, C1CCOC1, O. The product is CCCCC(CO)CC1CCCCC1. Reaction SMILES: [BH3:21].[CH3:22][CH2:23][O:24][C:25](=[O:26])[CH3:27].[CH:1]1([CH2:7][CH:8]([C:9](=[O:10])[OH:11])[CH2:12][CH2:13][CH2:14][CH3:15])[CH2:2][CH2:3][CH2:4][CH2:5][CH2:6]1.[O:16]1[CH2:17][CH2:18][CH2:19][CH2:20]1.[O:29]1[CH2:30][CH2:31][CH2:32][CH2:33]1.[OH2:28]>>[CH:1]1([CH2:7][CH:8]([CH2:9][OH:10])[CH2:12][CH2:13][CH2:14][CH3:15])[CH2:2][CH2:3][CH2:4][CH2:5][CH2:6]1. The reactants are BrC1=NN(C2=CC=C(C=C12)C1=NN(C=N1)C(C1=CC=CC=C1)(C1=CC=CC=C1)C1=CC=CC=C1)C1OCCCC1 (2-{3-bromo-5-[1-(triphenylmethyl)(1,2,4-triazol-3-yl)]-1H-indazolyl}perhydro-2H-pyran), CC1=CC=C(C=C1)B(O)O (4-methylphenyl boronic acid), ClCCl (dichloromethane), P(=O)([O-])([O-])[O-].[K+].[K+].[K+] (potassium phosphate). Reagents/catalysts: C1(=CC=CC=C1)P([C-]1C=CC=C1)C1=CC=CC=C1.[C-]1(C=CC=C1)P(C1=CC=CC=C1)C1=CC=CC=C1.[Fe+2] (1,1′-bis(diphenylphosphino)-ferrocene). Run in COCCOC (ethylene glycol dimethyl ether). Yields the product CC1=CC=C(C=C1)C1=NNC2=CC=C(C=C12)C1=NNC=N1 (3-[3-(4-METHYLPHENYL)-1H-INDAZOL-5-YL]-1H-1,2,4-TRIAZOLE). Isolated yield 185.9%. RXN SMILES: Br[C:2]1[C:10]2[C:5](=[CH:6][CH:7]=[C:8]([C:11]3[N:15]=[CH:14][N:13](C(C4C=CC=CC=4)(C4C=CC=CC=4)C4C=CC=CC=4)[N:12]=3)[CH:9]=2)[N:4](C2CCCCO2)[N:3]=1.[CH3:41][C:42]1[CH:47]=[CH:46][C:45](B(O)O)=[CH:44][CH:43]=1.ClCCl.P([O-])([O-])([O-])=O.[K+].[K+].[K+]>COCCOC.C1(P(C2C=CC=CC=2)[C-]2C=CC=C2)C=CC=CC=1.[C-]1(P(C2C=CC=CC=2)C2C=CC=CC=2)C=CC=C1.[Fe+2]>[CH3:41][C:42]1[CH:47]=[CH:46][C:45]([C:2]2[C:10]3[C:5](=[CH:6][CH:7]=[C:8]([C:11]4[N:15]=[CH:14][NH:13][N:12]=4)[CH:9]=3)[NH:4][N:3]=2)=[CH:44][CH:43]=1 |f:3.4.5.6,8.9.10|. Procedure details: To a solution of 2-{3-bromo-5-[1-(triphenylmethyl)(1,2,4-triazol-3-yl)]-1H-indazolyl}perhydro-2H-pyran (0.150 g, 0.254 mmol), in ethylene glycol dimethyl ether (3 mL) was added 4-methylphenyl boronic acid (0.052 g, 0.381 mmol), [1,1′-bis(diphenylphosphino)-ferrocene] complex with dichloromethane (1:1) (0.030 g, 0.0254 mmol) and potassium phosphate (0.269 g, 1.27 mmol). The reaction mixture was heated to reflux temperature for 5 hours. The solvent was then evaporated to dryness and the residue wa... RXN SMILES: [Br:31][CH2:32][CH:33]=[CH2:34].[C:35](=[O:36])([O-:37])[O-:38].[CH2:1]([c:2]1[cH:3][cH:4][cH:5][cH:6][cH:7]1)[O:8][c:9]1[c:10]([CH:24]2[NH:25][CH2:26][CH2:27][CH:28]([OH:30])[CH2:29]2)[cH:11][cH:12][c:13]([C:15]([CH2:16][CH2:17][CH2:18][CH2:19][CH2:20][CH3:21])([CH3:22])[CH3:23])[cH:14]1.[CH3:43][CH2:44][OH:45].[Cl-:42].[K+:39].[K+:40].[Na+:41]>>[CH2:1]([c:2]1[cH:3][cH:4][cH:5][cH:6][cH:7]1)[O:8][c:9]1[c:10]([CH:24]2[N:25]([CH2:34][CH:33]=[CH2:32])[CH2:26][CH2:27][CH:28]([OH:30])[CH2:29]2)[cH:11][cH:12][c:13]([C:15]([CH2:16][CH2:17][CH2:18][CH2:19][CH2:20][CH3:21])([CH3:22])[CH3:23])[cH:14]1. Reactants: C=CCBr, O=C([O-])[O-], CCCCCCC(C)(C)c1ccc(C2CC(O)CCN2)c(OCc2ccccc2)c1, CCO, [Cl-], [K+], [K+], [Na+]. The product is C=CCN1CCC(O)CC1c1ccc(C(C)(C)CCCCCC)cc1OCc1ccccc1. The reactants are C(C)(=O)[O-].[Na+] (sodium acetate), ClC=1SC(=C2NC(C=3C(C(C21)=O)=CSC3)=O)Cl (1,3-dichloro-4,5-dihydrodithieno[3,4-b:3',4'-e]azepine-5,9-dione). Reagents/catalysts: [Pd] (Pd/C). The solvent is CN1C(CCC1)=O (1-methylpyrrolid-2-one). Reaction conditions: time 5 hour. Product: C=1SC=C2NC(C=3C(C(C21)=O)=CSC3)=O (4,5-Dihydrodithieno[3,4-b:3',4'-e]azepine-5,9-dione). RXN SMILES: C([O-])(=O)C.[Na+].Cl[C:7]1[S:8][C:9](Cl)=[C:10]2[C:16]=1[C:15](=[O:17])[C:14]1=[CH:18][S:19][CH:20]=[C:13]1[C:12](=[O:21])[NH:11]2>CN1CCCC1=O.[Pd]>[CH:7]1[S:8][CH:9]=[C:10]2[C:16]=1[C:15](=[O:17])[C:14]1=[CH:18][S:19][CH:20]=[C:13]1[C:12](=[O:21])[NH:11]2 |f:0.1|. Reported procedure: 3.0 g of Pd/C (10%) and 15.0 g (183 millimoles) of finely powedered sodium acetate were added to 19.2 g (63.2 millimoles) of 1,3-dichloro-4,5-dihydrodithieno[3,4-b:3',4'-e]azepine-5,9-dione in 600 ml of 1-methylpyrrolid-2-one, and hydrogenation was carried out in a 2.5 l Rollhofer apparatus for 5 hours under a hydrogen pressure of 200 bar and at 80° C. Thereafter, the mixture was filtered under suction, the residue was washed with pyrrolidone and then H2O, the filtrate was poured onto 5 l of ice...